Dataset: the Open Reaction Database (ORD), a public repository of structured organic reaction records. Task: describe an organic reaction: reactants, conditions, products, and yield Starting materials: ON(C1CCC=2C(=CC=NC2C1)C)CCC (5,6,7,8-tetrahydro-7-(N-hydroxy -1-propylamino)-4-methylquinoline), Cl (hydrochloric acid). The reagents and catalysts are [Cl-].[Cl-].[Cl-].[Ti+3] (titanium trichoride). Run in CO (methanol). The product is CC1=CC=NC=2CC(CCC12)NCCC (5,6,7,8-tetrahydro-4-methyl-7-(1-propylamino)quinoline). As a reaction SMILES: O[N:2]([CH2:14][CH2:15][CH3:16])[CH:3]1[CH2:12][C:11]2[N:10]=[CH:9][CH:8]=[C:7]([CH3:13])[C:6]=2[CH2:5][CH2:4]1.Cl>[Cl-].[Cl-].[Cl-].[Ti+3].CO>[CH3:13][C:7]1[C:6]2[CH2:5][CH2:4][CH:3]([NH:2][CH2:14][CH2:15][CH3:16])[CH2:12][C:11]=2[N:10]=[CH:9][CH:8]=1 |f:2.3.4.5|. Procedure: This compound was prepared from the product of Step 7 (4.4 g, 20 mmol), titanium trichoride, 20 wt. % solution in 20-30 wt. % hydrochloric acid (23 ml, 30 mmol), and methanol (50 ml) using the procedure described in Example 11. The crude product (4.2 g, 81%) was converted into the product of Step 9 without purification. The reactants are [N+](=O)([O-])C1=CC=C(O1)C=O (5-nitrofuran-2-carboxaldehyde), FC=1C=C(C=C(C1)SC1=CC=C(CON)C=C1)C1(CCOCC1)OC (O-{4-[5-fluoro-3-(4-methoxytetrahydropyran-4-yl)phenylthio]benzyl}hydroxylamine). Yields the product FC=1C=C(C=C(C1)SC1=CC=C(CON=CC=2OC(=CC2)[N+](=O)[O-])C=C1)C1(CCOCC1)OC (5-nitrofuran-2-carboxaldehyde O-{4-[5-fluoro-3-(4-methoxytetrahydropyran-4-yl)phenylthio]benzyl}oxime). Isolated yield 58.0%. As a reaction SMILES: [N+:1]([C:4]1[O:8][C:7]([CH:9]=O)=[CH:6][CH:5]=1)([O-:3])=[O:2].[F:11][C:12]1[CH:13]=[C:14]([C:28]2([O:34][CH3:35])[CH2:33][CH2:32][O:31][CH2:30][CH2:29]2)[CH:15]=[C:16]([S:18][C:19]2[CH:27]=[CH:26][C:22]([CH2:23][O:24][NH2:25])=[CH:21][CH:20]=2)[CH:17]=1>>[F:11][C:12]1[CH:13]=[C:14]([C:28]2([O:34][CH3:35])[CH2:33][CH2:32][O:31][CH2:30][CH2:29]2)[CH:15]=[C:16]([S:18][C:19]2[CH:27]=[CH:26][C:22]([CH2:23][O:24][N:25]=[CH:9][C:7]3[O:8][C:4]([N+:1]([O-:3])=[O:2])=[CH:5][CH:6]=3)=[CH:21][CH:20]=2)[CH:17]=1. Procedure details: Using an analogous procedure to that described in Example 6, 5-nitrofuran-2-carboxaldehyde was reacted with O-{4-[5-fluoro-3-(4-methoxytetrahydropyran-4-yl)phenylthio]benzyl}hydroxylamine to give 5-nitrofuran-2-carboxaldehyde O-{4-[5-fluoro-3-(4-methoxytetrahydropyran-4-yl)phenylthio]benzyl}oxime as a gum in 58% yield. The reactants are ClC1=NC(=CC(=C1NC(=O)C=1C(=NC=CC1)NCC)C(F)(F)F)C (N-(2-chloro-6-methyl-4-trifluoromethyl-3-pyridinyl)-2-ethylamino-3pyridinecarboxamide), [H-].[Na+] (sodium hydride). Solvent: N1=CC=CC=C1 (pyridine). Run at temperature 150 celsius. Yields the product C(C)N1C2=C(NC(C3=C1N=CC=C3)=O)C(=CC(=N2)C)C(F)(F)F (5,11-Dihydro-11-ethyl-2-methyl-4-trifluoromethyl-6H-dipyrido-[3,2-b:2',3'-e][1,4]diazepin-6-one). Yield: 20.0%. As a reaction SMILES: Cl[C:2]1[C:7]([NH:8][C:9]([C:11]2[C:12]([NH:17][CH2:18][CH3:19])=[N:13][CH:14]=[CH:15][CH:16]=2)=[O:10])=[C:6]([C:20]([F:23])([F:22])[F:21])[CH:5]=[C:4]([CH3:24])[N:3]=1.[H-].[Na+]>N1C=CC=CC=1>[CH2:18]([N:17]1[C:12]2[N:13]=[CH:14][CH:15]=[CH:16][C:11]=2[C:9](=[O:10])[NH:8][C:7]2[C:6]([C:20]([F:23])([F:22])[F:21])=[CH:5][C:4]([CH3:24])=[N:3][C:2]1=2)[CH3:19] |f:1.2|. Procedure: A solution of 0.5 g of N-(2-chloro-6-methyl-4-trifluoromethyl-3-pyridinyl)-2-ethylamino-3pyridinecarboxamide in 3 ml of pyridine was added to 0.2 g of a 50% dispersion of sodium hydride in oil. The mixture was heated to 150° C. and then cooled and concentrated in vacuo. Water was added to the residue and the product was extracted with ethyl acetate, dried (magnesium sulfate), filtered, and concentrated. The product was purified by column chromatography over silica gel (methylene chloride, then m... Starting materials: ClCC=1C(=NC=CC1)SC1CCC1 (3-Chloromethyl-2-cyclobutylsulfanyl-pyridine), C(C)OC(=O)C1C(C1)C1=C(C(=C(C=C1)O)C)C (2-(4-hydroxy-2,3-dimethyl-phenyl)-cyclopropane carboxylic acid ethyl ester). Product: C1(CCC1)SC1=NC=CC=C1COC1=C(C(=C(C=C1)C1C(C1)C(=O)O)C)C (2-[4-(2-cyclobutylsulfanyl-pyridin-3-ylmethoxy)-2,3-dimethyl-phenyl]-cyclopropane carboxylic acid). Isolated yield 82.3%. RXN SMILES: Cl[CH2:2][C:3]1[C:4]([S:9][CH:10]2[CH2:13][CH2:12][CH2:11]2)=[N:5][CH:6]=[CH:7][CH:8]=1.C([O:16][C:17]([CH:19]1[CH2:21][CH:20]1[C:22]1[CH:27]=[CH:26][C:25]([OH:28])=[C:24]([CH3:29])[C:23]=1[CH3:30])=[O:18])C>>[CH:10]1([S:9][C:4]2[C:3]([CH2:2][O:28][C:25]3[CH:26]=[CH:27][C:22]([CH:20]4[CH2:21][CH:19]4[C:17]([OH:18])=[O:16])=[C:23]([CH3:30])[C:24]=3[CH3:29])=[CH:8][CH:7]=[CH:6][N:5]=2)[CH2:13][CH2:12][CH2:11]1. Reported procedure: 3-Chloromethyl-2-cyclobutylsulfanyl-pyridine (0.032 g, 0.149 mmol) obtained in Step C of Preparation Example 23 and 2-(4-hydroxy-2,3-dimethyl-phenyl)-cyclopropane carboxylic acid ethyl ester (0.035 g, 0.149 mmol) obtained in Step C of Preparation Example 48 were used to react sequentially in the same manner as in Steps A and B of Example 1 to obtain the title compound (0.047 g, 82%).